From a dataset of the Open Reaction Database (ORD), a public repository of structured organic reaction records. describe an organic reaction: reactants, conditions, products, and yield The reactants are C(C=C)OC(CCC\C=C/C[C@H]1[C@@H]([C@H](C[C@H]1OC1OCCCC1)OC1OCCCC1)COC(NCC1=CC(=CC=C1)Cl)=S)=O ((Z)-7-[(1S,2R,3S,5R)-2-(3-Chlorobenzylthiocarbamoyloxymethyl)-3,5-bis-(tetrahydropyran-2-yloxy)cyclopentyl]hept-5-enoic acid allyl ester), [OH-].[Li+] (lithium hydroxide), Cl (HCl). Run in C1CCOC1.O (THF H2O). Product: ClC=1C=C(CNC(=S)OC[C@H]2[C@@H]([C@@H](C[C@@H]2OC2OCCCC2)OC2OCCCC2)C\C=C/CCCC(=O)O)C=CC1 ((Z)-7-[(1S,2R,3S,5R)-2-(3-Chlorobenzylthiocarbamoyloxymethyl)-3,5-bis-(tetrahydropyran-2-yloxy)cyclopentyl]hept-5-enoic acid). Yield: 72.6%. As a reaction SMILES: C([O:4][C:5](=[O:44])[CH2:6][CH2:7][CH2:8]/[CH:9]=[CH:10]\[CH2:11][C@@H:12]1[C@H:16]([O:17][CH:18]2[CH2:23][CH2:22][CH2:21][CH2:20][O:19]2)[CH2:15][C@H:14]([O:24][CH:25]2[CH2:30][CH2:29][CH2:28][CH2:27][O:26]2)[C@H:13]1[CH2:31][O:32][C:33](=[S:43])[NH:34][CH2:35][C:36]1[CH:41]=[CH:40][CH:39]=[C:38]([Cl:42])[CH:37]=1)C=C.[OH-].[Li+].Cl>C1COCC1.O>[Cl:42][C:38]1[CH:37]=[C:36]([CH:41]=[CH:40][CH:39]=1)[CH2:35][NH:34][C:33]([O:32][CH2:31][C@@H:13]1[C@@H:14]([O:24][CH:25]2[CH2:30][CH2:29][CH2:28][CH2:27][O:26]2)[CH2:15][C@@H:16]([O:17][CH:18]2[CH2:23][CH2:22][CH2:21][CH2:20][O:19]2)[C@H:12]1[CH2:11]/[CH:10]=[CH:9]\[CH2:8][CH2:7][CH2:6][C:5]([OH:44])=[O:4])=[S:43] |f:1.2,4.5|. Procedure details: A solution of ester 6 (614 mg, 0.97 mmol) and lithium hydroxide (62 mg, 1.5 mmol) in THF/H2O (1:1, 20 mL) was stirred at 23° C. for 72 h. The mixture was acidified with 1N HCl and extracted with EtOAc. The organic portion was washed with brine, dried (Na2SO4), filtered and concentrated in vacuo to give 430 mg of the above titled compound.